Dataset: the Open Reaction Database (ORD), a public repository of structured organic reaction records. Task: describe an organic reaction: reactants, conditions, products, and yield Starting materials: C1(=CC=CC=C1)S[C@@H]1[C@@H](C(N1)=O)NC(C1=CC=CC=C1)(C1=CC=CC=C1)C1=CC=CC=C1 ((3R,4R)-4-phenylthio-3-tritylamino-2-oxoazetidine), O.C1(=CC=C(C=C1)S(=O)(=O)O)C (p-toluenesulfonic acid monohydrate). Product: N[C@@H]1C(N[C@@H]1SC1=CC=CC=C1)=O ((3R,4R)-3-amino-4-phenylthio-2-oxoazetidine). Run in CC(=O)C (acetone). Reported procedure: To a solution of 1.5 g of (3R,4R)-4-phenylthio-3-tritylamino-2-oxoazetidine in 20 ml of acetone is added 0.72 g of p-toluenesulfonic acid monohydrate under ice-cooling. Following the procedure to Reference Example 45B, there is obtained 1.25 g of tosyl salt of (3R,4R)-3-amino-4-phenylthio-2-oxoazetidine. RXN SMILES: [C:1]1([S:7][C@H:8]2[NH:11][C:10](=[O:12])[C@H:9]2[NH:13]C(C2C=CC=CC=2)(C2C=CC=CC=2)C2C=CC=CC=2)[CH:6]=[CH:5][CH:4]=[CH:3][CH:2]=1.O.C1(C)C=CC(S(O)(=O)=O)=CC=1>CC(C)=O>[NH2:13][C@H:9]1[C@@H:8]([S:7][C:1]2[CH:6]=[CH:5][CH:4]=[CH:3][CH:2]=2)[NH:11][C:10]1=[O:12] |f:1.2|. Reactants: [Br-], [Br-], [Br-], CC(=O)c1ccc(NS(=O)(=O)c2sc3ccc(F)cc3c2C)c(S(C)(=O)=O)c1, C[N+](C)(C)Cc1ccccc1, C[N+](C)(C)Cc1ccccc1, C[N+](C)(C)Cc1ccccc1, ClC(Cl)Cl. The product is Cc1c(S(=O)(=O)Nc2ccc(C(=O)CBr)cc2S(C)(=O)=O)sc2ccc(F)cc12. As a reaction SMILES: [Br-:29].[Br-:30].[Br-:31].[C:1]([CH3:2])(=[O:3])[c:4]1[cH:5][c:6]([S:25](=[O:26])(=[O:27])[CH3:28])[c:7]([NH:10][S:11](=[O:12])(=[O:13])[c:14]2[c:15]([CH3:24])[c:16]3[c:17]([s:18]2)[cH:19][cH:20][c:21]([F:23])[cH:22]3)[cH:8][cH:9]1.[CH2:32]([N+:33]([CH3:34])([CH3:35])[CH3:36])[c:37]1[cH:38][cH:39][cH:40][cH:41][cH:42]1.[CH2:43]([N+:44]([CH3:45])([CH3:46])[CH3:47])[c:48]1[cH:49][cH:50][cH:51][cH:52][cH:53]1.[CH2:54]([N+:55]([CH3:56])([CH3:57])[CH3:58])[c:59]1[cH:60][cH:61][cH:62][cH:63][cH:64]1.[CH:65]([Cl:66])([Cl:67])[Cl:68]>>[C:1]([CH2:2][Br:29])(=[O:3])[c:4]1[cH:5][c:6]([S:25](=[O:26])(=[O:27])[CH3:28])[c:7]([NH:10][S:11](=[O:12])(=[O:13])[c:14]2[c:15]([CH3:24])[c:16]3[c:17]([s:18]2)[cH:19][cH:20][c:21]([F:23])[cH:22]3)[cH:8][cH:9]1. Reactants: FC(C(=O)N(CC1CCNCC1)[C@H]1[C@@H](C1)C1=CC=CC=C1)(F)F (2,2,2-trifluoro-N-(trans-2-phenylcyclopropyl)-N-(piperidin-4-ylmethyl)acetamide), C(=O)C=1OC=C(N1)C(=O)OCC (ethyl 2-formyloxazole-4-carboxylate), C(C)(=O)O[BH-](OC(C)=O)OC(C)=O.[Na+] (sodium triacetoxyborohydride), [OH-].[Na+] (sodium hydroxide). Run in ClCCCl (1,2-dichloroethane). Reaction conditions: time 18 hour. Yields the product C1(=CC=CC=C1)[C@H]1[C@@H](C1)NCC1CCN(CC1)CC=1OC=C(N1)C(=O)O (2-((4-((((trans)-2-Phenylcyclopropyl)amino)methyl)piperidin-1-yl)methyl)oxazole-4-carboxylic acid). Yield: 69.0%. As a reaction SMILES: FC(F)(F)C([N:5]([C@@H:13]1[CH2:15][C@H:14]1[C:16]1[CH:21]=[CH:20][CH:19]=[CH:18][CH:17]=1)[CH2:6][CH:7]1[CH2:12][CH2:11][NH:10][CH2:9][CH2:8]1)=O.[CH:24]([C:26]1[O:27][CH:28]=[C:29]([C:31]([O:33]CC)=[O:32])[N:30]=1)=O.C(O[BH-](OC(=O)C)OC(=O)C)(=O)C.[Na+].[OH-].[Na+]>ClCCCl>[C:16]1([C@@H:14]2[CH2:15][C@H:13]2[NH:5][CH2:6][CH:7]2[CH2:8][CH2:9][N:10]([CH2:24][C:26]3[O:27][CH:28]=[C:29]([C:31]([OH:33])=[O:32])[N:30]=3)[CH2:11][CH2:12]2)[CH:17]=[CH:18][CH:19]=[CH:20][CH:21]=1 |f:2.3,4.5|. Procedure details: To a solution of 2,2,2-trifluoro-N-(trans-2-phenylcyclopropyl)-N-(piperidin-4-ylmethyl)acetamide (100 mg, 0.306 mmol) in 1,2-dichloroethane (DCE) (2 mL) were added ethyl 2-formyloxazole-4-carboxylate (67.4 mg, 0.398 mmol) and sodium triacetoxyborohydride (97 mg, 0.460 mmol), and the mixture was stirred at room temperature for 18 h. The mixture was quenched with water (2 mL) and extracted with DCM (3×). The extract was dried (Na2SO4) and concentrated. The residue was dissolved in methanol (2.0 mL... Starting materials: CN1CCCC1=O, CCN(C(C)C)C(C)C, COc1ccc(CN2C(=O)Cc3c(Cl)ncnc32)cc1, Cl, Cl, CN(C)CCn1cc(-c2ccc(F)c(C(F)(F)F)c2)nc1C1CCNCC1. As a reaction SMILES: [CH3:21][N:22]1[CH2:23][CH2:24][CH2:25][C:26]1=[O:27].[CH:57]([N:58]([CH2:59][CH3:60])[CH:61]([CH3:62])[CH3:63])([CH3:64])[CH3:65].[Cl:1][c:2]1[c:3]2[c:4]([n:5][cH:6][n:7]1)[N:8]([CH2:12][c:13]1[cH:14][cH:15][c:16]([O:19][CH3:20])[cH:17][cH:18]1)[C:9](=[O:11])[CH2:10]2.[ClH:28].[ClH:29].[F:30][c:31]1[c:32]([C:53]([F:54])([F:55])[F:56])[cH:33][c:34](-[c:37]2[n:38][c:39]([CH:47]3[CH2:48][CH2:49][NH:50][CH2:51][CH2:52]3)[n:40]([CH2:42][CH2:43][N:44]([CH3:45])[CH3:46])[cH:41]2)[cH:35][cH:36]1>>[c:2]1([N:50]2[CH2:49][CH2:48][CH:47]([c:39]3[n:38][c:37](-[c:34]4[cH:33][c:32]([C:53]([F:54])([F:55])[F:56])[c:31]([F:30])[cH:36][cH:35]4)[cH:41][n:40]3[CH2:42][CH2:43][N:44]([CH3:45])[CH3:46])[CH2:52][CH2:51]2)[c:3]2[c:4]([n:5][cH:6][n:7]1)[N:8]([CH2:12][c:13]1[cH:14][cH:15][c:16]([O:19][CH3:20])[cH:17][cH:18]1)[C:9](=[O:11])[CH2:10]2. Product: COc1ccc(CN2C(=O)Cc3c(N4CCC(c5nc(-c6ccc(F)c(C(F)(F)F)c6)cn5CCN(C)C)CC4)ncnc32)cc1. The reactants are ClC(C(=O)O)(CCCCCCCCC=CC1=CC=CC=C1)Cl (2,2-Dichloro-12-phenyl-dodec-11-enoic acid), [H][H] (hydrogen). The reagents and catalysts are [Pd].[O-]S(=O)(=O)[O-].[Ba+2] (Pd BaSO4). Solvent: C1CCOC1 (THF). Product: ClC(C(=O)O)(CCCCCCCCCCC1=CC=CC=C1)Cl (2,2-Dichloro-12-phenyldodecanoic acid). Isolated yield 86.5%. RXN SMILES: [Cl:1][C:2]([Cl:22])([CH2:6][CH2:7][CH2:8][CH2:9][CH2:10][CH2:11][CH2:12][CH2:13][CH:14]=[CH:15][C:16]1[CH:21]=[CH:20][CH:19]=[CH:18][CH:17]=1)[C:3]([OH:5])=[O:4].[H][H]>C1COCC1.[Pd].[O-]S([O-])(=O)=O.[Ba+2]>[Cl:1][C:2]([Cl:22])([CH2:6][CH2:7][CH2:8][CH2:9][CH2:10][CH2:11][CH2:12][CH2:13][CH2:14][CH2:15][C:16]1[CH:17]=[CH:18][CH:19]=[CH:20][CH:21]=1)[C:3]([OH:5])=[O:4] |f:3.4.5|. Reported procedure: 1.09 g (3.18 mmol) 13 was dissolved in 300 ml THF and hydrogenated for 40 minutes at -40° C. at a hydrogen overpressure of 42 mbar after addition of 200 mg 10% Pd/BaSO4. The catalyst is sucked off and 0.95 g (90%) 14 was obtained as a colourless oil after evaporating the remaining solution. 100 mg (0.29 mmol) 14 was dissolved in 1 ml ethanol, cooled in an ice-bath and admixed with a solution of 12 mg (0.29 mmol) sodium hydroxide in 1 ml ethanol. The sodium salt was precipitated by addition of et... Starting materials: CC(CN1CCCC1)(C)N1C=NC(=C1)NC(C(CCC)N)=O (2-Amino-pentanoic acid [1-(1,1-dimethyl-2-pyrrolidin-1-yl-ethyl)-1H-imidazol-4-yl]-amide), FC1=C(C=CC=C1)CC(C)=O (1-(2-Fluoro-phenyl)-propan-2-one). Yields the product CC(CN1CCCC1)(C)N1C=NC(=C1)NC(C(CCC)NC(CC1=C(C=CC=C1)F)C)=O (2-[2-(2-Fluoro-phenyl)-1-methyl-ethylamino]-pentanoic acid [1-(1,1-dimethyl-2-pyrrolidin-1-yl-ethyl)-1H-imidazol-4-yl]-amide). RXN SMILES: [CH3:1][C:2]([N:10]1[CH:14]=[C:13]([NH:15][C:16](=[O:22])[CH:17]([NH2:21])[CH2:18][CH2:19][CH3:20])[N:12]=[CH:11]1)([CH3:9])[CH2:3][N:4]1[CH2:8][CH2:7][CH2:6][CH2:5]1.[F:23][C:24]1[CH:29]=[CH:28][CH:27]=[CH:26][C:25]=1[CH2:30][C:31](=O)[CH3:32]>>[CH3:1][C:2]([N:10]1[CH:14]=[C:13]([NH:15][C:16](=[O:22])[CH:17]([NH:21][CH:31]([CH3:32])[CH2:30][C:25]2[CH:26]=[CH:27][CH:28]=[CH:29][C:24]=2[F:23])[CH2:18][CH2:19][CH3:20])[N:12]=[CH:11]1)([CH3:9])[CH2:3][N:4]1[CH2:8][CH2:7][CH2:6][CH2:5]1. Procedure: 2-Amino-pentanoic acid [1-(1,1-dimethyl-2-pyrrolidin-1-yl-ethyl)-1H-imidazol-4-yl]-amide was reacted with 1-(2-Fluoro-phenyl)-propan-2-one to provide the title compound: C13 NMR (100 MHz, CDCl3) 14.2, 19.0, 19.4, 20.2, 21.2, 24.3, 26.6, 36.1, 36.5, 37.1, 37.3, 53.8, 54.3, 56.0, 59.0, 60.6, 61.2, 67.3, 104.7, 115.4, 115.6, 124.1, 124.2, 126.1, 128.2, 128.2, 131.1, 131.8, 131.9, 137.3, 162.7, 172.5; MS m/z 444.4 (M+1). Reactants: C(C)(=O)NC=1C=C(N(CC)CC)C=CC1N=NC1=C(C=C(C=C1C)Br)Br (3-acetylamino-4-(2', 4'-dibromo-6'-methylphenylazo)-N,N-diethylaniline), C=NO (formaldoxime), [N+](=O)([O-])C1=CC=CC=C1 (nitrobenzene). The reagents and catalysts are [Cu]I (copper (I) iodide). Run in C(C)N(CC)CC (triethylamine). Conditions: temperature 90 celsius. The product is C(C)(=O)NC=1C=C(N(CC)CC)C=CC1N=NC1=C(C=C(C=C1C)Br)C#N (3-acetylamino-4-(2'-cyano-4'-bromo-6'-methylphenylazo)-N,N-diethylaniline). As a reaction SMILES: [C:1]([NH:4][C:5]1[CH:6]=[C:7]([CH:13]=[CH:14][C:15]=1[N:16]=[N:17][C:18]1[C:23]([CH3:24])=[CH:22][C:21]([Br:25])=[CH:20][C:19]=1Br)[N:8]([CH2:11][CH3:12])[CH2:9][CH3:10])(=[O:3])[CH3:2].[CH2:27]=[N:28]O.[N+](C1C=CC=CC=1)([O-])=O>[Cu]I.C(N(CC)CC)C>[C:1]([NH:4][C:5]1[CH:6]=[C:7]([CH:13]=[CH:14][C:15]=1[N:16]=[N:17][C:18]1[C:23]([CH3:24])=[CH:22][C:21]([Br:25])=[CH:20][C:19]=1[C:27]#[N:28])[N:8]([CH2:11][CH3:12])[CH2:9][CH3:10])(=[O:3])[CH3:2]. Reported procedure: A stirred mixture of 3-acetylamino-4-(2', 4'-dibromo-6'-methylphenylazo)-N,N-diethylaniline (4.8 parts), copper (I) iodide (2.0 parts), formaldoxime trimer (1.8 parts), triethylamine (1.5 parts), and nitrobenzene (100 parts) was heated to 90° C. for 11/2 hours when thin layer chromatography showed reaction to be complete. Isolation by the method of Example 3 gave 3-acetylamino-4-(2'-cyano-4'-bromo-6'-methylphenylazo)-N,N-diethylaniline, infra red spectrum identical with that of authentic materia...